This data is from the Open Reaction Database (ORD), a public repository of structured organic reaction records. The task is: describe an organic reaction: reactants, conditions, products, and yield Reactants: ClC=1N=C(C2=C(N1)SC=C2)OC2=C(C=C(C#N)C=C2C)C (4-(2-chlorothieno[2,3-d]pyrimidin-4-yloxy)-3,5-dimethylbenzonitrile), C(=O)(C(F)(F)F)O (TFA), NC1=CC=C(C#N)C=C1 (4-aminobenzonitrile). Run in C(C)(=O)OCC (ethyl acetate). Run at temperature 90 celsius, time 2 day. Product: C(#N)C1=CC=C(C=C1)NC=1N=C(C2=C(N1)SC=C2)OC2=C(C=C(C#N)C=C2C)C (4-(2-(4-Cyanophenylamino)thieno[2,3-d]pyrimidin-4-yloxy)-3,5-dimethylbenzonitrile). The yield is 14.5%. As a reaction SMILES: Cl[C:2]1[N:3]=[C:4]([O:11][C:12]2[C:19]([CH3:20])=[CH:18][C:15]([C:16]#[N:17])=[CH:14][C:13]=2[CH3:21])[C:5]2[CH:10]=[CH:9][S:8][C:6]=2[N:7]=1.C(O)(C(F)(F)F)=O.[NH2:29][C:30]1[CH:37]=[CH:36][C:33]([C:34]#[N:35])=[CH:32][CH:31]=1>C(OCC)(=O)C>[C:34]([C:33]1[CH:36]=[CH:37][C:30]([NH:29][C:2]2[N:3]=[C:4]([O:11][C:12]3[C:19]([CH3:20])=[CH:18][C:15]([C:16]#[N:17])=[CH:14][C:13]=3[CH3:21])[C:5]3[CH:10]=[CH:9][S:8][C:6]=3[N:7]=2)=[CH:31][CH:32]=1)#[N:35]. Reported procedure: To a solution of 4-(2-chlorothieno[2,3-d]pyrimidin-4-yloxy)-3,5-dimethylbenzonitrile (188 mg, 0.59 mmol), TFA (0.37 mL, 4.75 mmol) in TFE (2.5 mL) was added 4-aminobenzonitrile (280 mg, 2.37 mmol) in a sealed tube. The reaction was stirred at 90° C. for 2 d. Reaction mixture was diluted with ethyl acetate (5 mL) and washed with saturated NaHCO3 (3×10 mL). The combined organic layers were washed with brine, dried over Na2SO4, filtered and concentrated in vacuo. The crude product was purified by H... As a reaction SMILES: [CH2:1]([NH2:4])[CH:2]=[CH2:3].N[CH2:6][CH2:7][CH2:8][Si:9]([O:16][CH2:17][CH3:18])([O:13][CH2:14][CH3:15])[O:10][CH2:11][CH3:12]>>[CH2:1]([NH2:4])[CH:2]=[CH2:3].[NH2:4][CH:7]([CH3:6])[CH2:8][Si:9]([O:16][CH2:17][CH3:18])([O:13][CH2:14][CH3:15])[O:10][CH2:11][CH3:12]. Conditions: temperature 120 celsius. Reactants: C(C=C)N (allylamine), NCCC[Si](OCC)(OCC)OCC (gamma-aminopropyl triethoxy silane). Procedure: A four-neck flask equipped with a reflux condenser, dropping funnel, stirring rod and thermometer was charged with 41 grams of triethoxy silane (0.25 mole) and a solution of chloroplatinic (IV) acid as a catalyst, in isopropyl alcohol in an amount to provide 2×10-5 mole of platinum. To the mixture heated in an oil bath maintained at a temperature of 120° C., 14 grams of allylamine (0.25 mole) was dropwise added over one hour from the dropping funnel. The mixture was maintained at 120° C. for 9 h... The product is C(C=C)N (allylamine), NC(C[Si](OCC)(OCC)OCC)C (beta-aminopropyl triethoxy silane). Starting materials: C[SiH](C)Oc1ccnc(-c2cccc(N)c2)c1C(C)(C)C, CC(C)(C)OC(=O)NC(=S)NC(=O)OC(C)(C)C, C[n+]1ccccc1Cl, CCOC(C)=O, CCN(C(C)C)C(C)C, ClCCl, [I-]. The product is C[SiH](C)Oc1ccnc(-c2cccc(N=C(NC(=O)OC(C)(C)C)NC(=O)OC(C)(C)C)c2)c1C(C)(C)C. Reaction SMILES: [C:1]([CH3:2])([CH3:3])([CH3:4])[c:5]1[c:6](-[c:15]2[cH:16][c:17]([NH2:18])[cH:19][cH:20][cH:21]2)[n:7][cH:8][cH:9][c:10]1[O:11][SiH:12]([CH3:13])[CH3:14].[C:22]([CH3:23])([CH3:24])([CH3:25])[O:26][C:27](=[O:28])[NH:29][C:30](=[S:31])[NH:32][C:33](=[O:34])[O:35][C:36]([CH3:37])([CH3:38])[CH3:39].[CH3:50][n+:51]1[cH:52][cH:53][cH:54][cH:55][c:56]1[Cl:57].[CH3:61][CH2:62][O:63][C:64](=[O:65])[CH3:66].[CH:40]([N:41]([CH:42]([CH3:43])[CH3:44])[CH2:45][CH3:46])([CH3:47])[CH3:48].[Cl:58][CH2:59][Cl:60].[I-:49]>>[C:1]([CH3:2])([CH3:3])([CH3:4])[c:5]1[c:6](-[c:15]2[cH:16][c:17]([N:18]=[C:30]([NH:29][C:27]([O:26][C:22]([CH3:23])([CH3:24])[CH3:25])=[O:28])[NH:32][C:33](=[O:34])[O:35][C:36]([CH3:37])([CH3:38])[CH3:39])[cH:19][cH:20][cH:21]2)[n:7][cH:8][cH:9][c:10]1[O:11][SiH:12]([CH3:13])[CH3:14]. Reactants: COC(=O)c1cccc(COc2cccc(-c3nc(C4CCC4)n4ccnc(N)c34)c2)c1, CO, N. The product is NC(=O)c1cccc(COc2cccc(-c3nc(C4CCC4)n4ccnc(N)c34)c2)c1. Reaction SMILES: [CH3:1][O:2][C:3]([c:4]1[cH:5][c:6]([CH2:10][O:11][c:12]2[cH:13][c:14](-[c:18]3[n:19][c:20]([CH:28]4[CH2:29][CH2:30][CH2:31]4)[n:21]4[c:22]3[c:23]([NH2:27])[n:24][cH:25][cH:26]4)[cH:15][cH:16][cH:17]2)[cH:7][cH:8][cH:9]1)=[O:32].[CH3:34][OH:35].[NH3:33]>>[O:2]=[C:3]([c:4]1[cH:5][c:6]([CH2:10][O:11][c:12]2[cH:13][c:14](-[c:18]3[n:19][c:20]([CH:28]4[CH2:29][CH2:30][CH2:31]4)[n:21]4[c:22]3[c:23]([NH2:27])[n:24][cH:25][cH:26]4)[cH:15][cH:16][cH:17]2)[cH:7][cH:8][cH:9]1)[NH2:33]. Starting materials: ClC=1C(=NN(C1C(F)(F)F)C)C1=C(C=C(C(=C1)F)[N+](=O)[O-])F (4-chloro-3-(2,5-difluoro-4-nitrophenyl)-1-methyl-5-(trifluoromethyl)-1H-pyrazole), C[O-].[Na+] (sodium methoxide). Run in CCOCC (ether), CO (methanol). Run at time 30 minute. Yields the product ClC=1C(=NN(C1C(F)(F)F)C)C1=C(C=C(C(=C1)OC)[N+](=O)[O-])F (4-chloro-3-(2-fluoro-5-methoxy-4-nitrophenyl)-1-methyl-5-(trifluoromethyl)-1H-pyrazole). Reaction SMILES: [Cl:1][C:2]1[C:3]([C:12]2[CH:17]=[C:16](F)[C:15]([N+:19]([O-:21])=[O:20])=[CH:14][C:13]=2[F:22])=[N:4][N:5]([CH3:11])[C:6]=1[C:7]([F:10])([F:9])[F:8].[CH3:23][O-:24].[Na+]>CCOCC.CO>[Cl:1][C:2]1[C:3]([C:12]2[CH:17]=[C:16]([O:24][CH3:23])[C:15]([N+:19]([O-:21])=[O:20])=[CH:14][C:13]=2[F:22])=[N:4][N:5]([CH3:11])[C:6]=1[C:7]([F:10])([F:9])[F:8] |f:1.2|. Reported procedure: 5.04 g of 4-chloro-3-(2,5-difluoro-4-nitrophenyl)-1-methyl-5-(trifluoromethyl)-1H-pyrazole was dissolved in anhydrous ether and the solution cooled with an ice bath, then 3.7 ml of a 25 wt. % sodium methoxide in methanol was added. After addition, the ice bath was removed and the mixture stirred for 30 minutes at room temperature. The solution was then extracted 4 times with water, dried with anhydrous magnesium sulfate, filtered and concentrated. The residue was chromatographed to give 4.63 g o... Reactants: FC(S(=O)(=O)C1=C(C=CC=C1)C1=CC(=C(C=C1)N)N)(F)F (2′-trifluoromethanesulfonyl-biphenyl-3,4-diamine), Cl.C(C)OC(COC1=CC=C(C=C1)C(F)(F)F)=N (2-(4-trifluoromethyl-phenoxy)-acetimidic acid ethyl ester hydrochloride). Run in CCO (EtOH). Reaction conditions: time 12 hour. Product: FC(S(=O)(=O)C1=C(C=CC=C1)C1=CC2=C(NC(=N2)COC2=CC=C(C=C2)C(F)(F)F)C=C1)(F)F (5-(2-trifluoromethanesulfonyl-phenyl)-2-(4-trifluoromethyl-phenoxymethyl)-1H-benzoimidazole). The yield is 97.7%. Reaction SMILES: [F:1][C:2]([F:21])([F:20])[S:3]([C:6]1[CH:11]=[CH:10][CH:9]=[CH:8][C:7]=1[C:12]1[CH:17]=[CH:16][C:15]([NH2:18])=[C:14]([NH2:19])[CH:13]=1)(=[O:5])=[O:4].Cl.C(O[C:26](=N)[CH2:27][O:28][C:29]1[CH:34]=[CH:33][C:32]([C:35]([F:38])([F:37])[F:36])=[CH:31][CH:30]=1)C>CCO>[F:21][C:2]([F:20])([F:1])[S:3]([C:6]1[CH:11]=[CH:10][CH:9]=[CH:8][C:7]=1[C:12]1[CH:17]=[CH:16][C:15]2[NH:18][C:26]([CH2:27][O:28][C:29]3[CH:34]=[CH:33][C:32]([C:35]([F:36])([F:37])[F:38])=[CH:31][CH:30]=3)=[N:19][C:14]=2[CH:13]=1)(=[O:4])=[O:5] |f:1.2|. Reported procedure: A mixture of 2′-trifluoromethanesulfonyl-biphenyl-3,4-diamine (0.042 g, 0.133 mmol) and 2-(4-trifluoromethyl-phenoxy)-acetimidic acid ethyl ester hydrochloride (0.045 g, 0.159 mmol, Example 1.1) in EtOH (4 mL) was stirred at room temperature for 12 hours. The reaction was concentrated to give a residue, which was purified by chromatography (silica, hexanes: EtOAc, 1:2) to afford the product as brown oil (0.065 g, 98%). 1H NMR (400 MHz, CD3OD) δ (ppm): 8.25 (d, 1H, J=7.6 Hz), 7.92 (td, 1H, J=8.4 ... The reactants are BrC1=CC=C2CCC[C@@]3(N=C(OCC3(F)F)N)C2=C1 ((R)-7-bromo-5′,5′-difluoro-3,4,5′,6′-tetrahydro-2H-spiro[naphthalene-1,4′-[1,3]oxazin]-2′-amine), CC1(OB(OC1(C)C)C=1C=NC=C(C#N)C1)C (5-(4,4,5,5-tetramethyl-1,3,2-dioxaborolan-2-yl)nicotinonitrile). Yields the product NC=1OCC([C@@]2(N1)CCCC1=CC=C(C=C12)C=1C=NC=C(C#N)C1)(F)F ((R)-5-(2′-Amino-5′,5′-difluoro-3,4,5′,6′-tetrahydro-2H-spiro[naphthalene-1,4′-[1,3]oxazine]-7-yl)nicotinonitrile). The yield is 72.0%. As a reaction SMILES: Br[C:2]1[CH:19]=[C:18]2[C:5]([CH2:6][CH2:7][CH2:8][C@@:9]32[C:14]([F:16])([F:15])[CH2:13][O:12][C:11]([NH2:17])=[N:10]3)=[CH:4][CH:3]=1.CC1(C)C(C)(C)OB([C:28]2[CH:29]=[N:30][CH:31]=[C:32]([CH:35]=2)[C:33]#[N:34])O1>>[NH2:17][C:11]1[O:12][CH2:13][C:14]([F:16])([F:15])[C@@:9]2([C:18]3[C:5](=[CH:4][CH:3]=[C:2]([C:28]4[CH:29]=[N:30][CH:31]=[C:32]([CH:35]=4)[C:33]#[N:34])[CH:19]=3)[CH2:6][CH2:7][CH2:8]2)[N:10]=1. Procedure: In a manner analogous to that described in Example 1, the cross-coupling reaction of (R)-7-bromo-5′,5′-difluoro-3,4,5′,6′-tetrahydro-2H-spiro[naphthalene-1,4′-[1,3]oxazin]-2′-amine (intermediate A6.1) with 5-(4,4,5,5-tetramethyl-1,3,2-dioxaborolan-2-yl)nicotinonitrile yielded the title compound (72% yield) as an off-white solid. MS (ISP): m/z=355.2 [M+H]+. Starting materials: CO, CCOC(=O)C(C)OS(C)(=O)=O, Cl, [Na+], [OH-], O. The product is CC(OS(C)(=O)=O)C(=O)O. Reaction SMILES: [CH3:13][OH:14].[CH3:1][S:2](=[O:3])(=[O:4])[O:5][CH:6]([C:7](=[O:8])[O:9][CH2:10][CH3:11])[CH3:12].[ClH:17].[Na+:16].[OH-:15].[OH2:18]>>[CH3:1][S:2](=[O:3])(=[O:4])[O:5][CH:6]([C:7](=[O:8])[OH:9])[CH3:12]. Reactants: COC(CCC1=CC(=CC=C1)CNS(=O)(=O)C1=CC=CC=C1)=O (3-[3-(benzenesulfonylamino-methyl)-phenyl]-propionic acid methyl ester), BrCCOC1=CC(=CC=C1)Cl (1-(2-bromo-ethoxy)-3-chloro-benzene). Reaction SMILES: [CH3:1][O:2][C:3](=[O:23])[CH2:4][CH2:5][C:6]1[CH:11]=[CH:10][CH:9]=[C:8]([CH2:12][NH:13][S:14]([C:17]2[CH:22]=[CH:21][CH:20]=[CH:19][CH:18]=2)(=[O:16])=[O:15])[CH:7]=1.Br[CH2:25][CH2:26][O:27][C:28]1[CH:33]=[CH:32][CH:31]=[C:30]([Cl:34])[CH:29]=1>>[CH3:1][O:2][C:3](=[O:23])[CH2:4][CH2:5][C:6]1[CH:11]=[CH:10][CH:9]=[C:8]([CH2:12][N:13]([S:14]([C:17]2[CH:22]=[CH:21][CH:20]=[CH:19][CH:18]=2)(=[O:16])=[O:15])[CH2:25][CH2:26][O:27][C:28]2[CH:33]=[CH:32][CH:31]=[C:30]([Cl:34])[CH:29]=2)[CH:7]=1. Product: COC(CCC1=CC(=CC=C1)CN(CCOC1=CC(=CC=C1)Cl)S(=O)(=O)C1=CC=CC=C1)=O (3-[3-({Benzenesulfonyl-[2-(3-chloro-phenoxy)-ethyl]-amino}-methyl)-phenyl]-propionic acid methyl ester). Procedure: Following the procedure described in Step A of Example 2, 3-[3-(benzenesulfonylamino-methyl)-phenyl]-propionic acid methyl ester was alkylated with 1-(2-bromo-ethoxy)-3-chloro-benzene to provide the title compound of Step A. 1H NMR (400 MHz, CDCl3) δ 7.86 (dd, 2H), 7.60-7.49 (m, 3H), 7.22 (d, 1H), 7.13 -7.06 (m, 4H), 6.88 (m, 1H), 6.60 (d, 1H), 6.52 (m, 1H), 4.42 (s, 2H), 3.88 (s, 2H), 3.65 (s, 3H), 3.47 (t, 2H), 2.87 (t, 2H), 2.54 (t, 2H). Reactants: CN1N=CC(=C1C1CCC(CCO1)=O)[N+](=O)[O-] (7-(1-methyl-4-nitro-1H-pyrazol-5-yl)oxepan-4-one), [BH4-].[Na+] (NaBH4). Solvent: CO (MeOH). Reaction conditions: time 1 hour. Yields the product CN1N=CC(=C1C1CCC(CCO1)O)[N+](=O)[O-] (7-(2-methyl-4-nitro-pyrazol-3-yl)oxepan-4-ol). As a reaction SMILES: [CH3:1][N:2]1[C:6]([CH:7]2[O:13][CH2:12][CH2:11][C:10](=[O:14])[CH2:9][CH2:8]2)=[C:5]([N+:15]([O-:17])=[O:16])[CH:4]=[N:3]1.[BH4-].[Na+]>CO>[CH3:1][N:2]1[C:6]([CH:7]2[O:13][CH2:12][CH2:11][CH:10]([OH:14])[CH2:9][CH2:8]2)=[C:5]([N+:15]([O-:17])=[O:16])[CH:4]=[N:3]1 |f:1.2|. Reported procedure: To a solution of 2-(2-methyl-4-nitro-pyrazol-3-yl)tetrahydropyran-4-one (300 mg, 1.33 mmol) in DCM (12 mL) at −70° C. was added boron trifluoride etherate (0.75 mL, 1.73 mmol) dropwise followed by a (trimethylsilyl)diazomethane solution (2 M in hexanes, 0.87 mL, 1.73 mmol). The reaction mixture was stirred at −70° C. for 90 min, quenched with water (10 mL), diluted with DCM (12 mL) and warmed to room temperature. The organic layer was passed through a phase separation cartridge and concentrated ...